describe an organic reaction: reactants, conditions, products, and yield From a dataset of the Open Reaction Database (ORD), a public repository of structured organic reaction records. Reactants: CCOCC (ether), Cl (HCl), CCOCC (ether), OC1=C(C=CC=C1)C1=NC2=CC(=CC=C2C(=N1)N1C[C@@H](CC1)CNC(OCC(C)(C)C)=O)C (neopentyl ((S)-1-(2-(2-hydroxyphenyl)-7-methylquinazolin-4-yl)pyrrolidin-3-yl)methylcarbamate). The solvent is C(Cl)Cl (CH2Cl2). Run at time 10 minute. Product: Cl.OC1=C(C=CC=C1)C1=NC2=CC(=CC=C2C(=N1)N1C[C@@H](CC1)CNC(OCC(C)(C)C)=O)C (neopentyl ((S)-1-(2-(2-hydroxyphenyl)-7-methylquinazolin-4-yl)pyrrolidin-3-yl)methylcarbamate hydrochloride). Isolated yield 92.0%. RXN SMILES: [OH:1][C:2]1[CH:7]=[CH:6][CH:5]=[CH:4][C:3]=1[C:8]1[N:17]=[C:16]([N:18]2[CH2:22][CH2:21][C@@H:20]([CH2:23][NH:24][C:25](=[O:32])[O:26][CH2:27][C:28]([CH3:31])([CH3:30])[CH3:29])[CH2:19]2)[C:15]2[C:10](=[CH:11][C:12]([CH3:33])=[CH:13][CH:14]=2)[N:9]=1.[ClH:34].CCOCC>C(Cl)Cl>[ClH:34].[OH:1][C:2]1[CH:7]=[CH:6][CH:5]=[CH:4][C:3]=1[C:8]1[N:17]=[C:16]([N:18]2[CH2:22][CH2:21][C@@H:20]([CH2:23][NH:24][C:25](=[O:32])[O:26][CH2:27][C:28]([CH3:29])([CH3:30])[CH3:31])[CH2:19]2)[C:15]2[C:10](=[CH:11][C:12]([CH3:33])=[CH:13][CH:14]=2)[N:9]=1 |f:4.5|. Procedure: A solution of neopentyl ((S)-1-(2-(2-hydroxyphenyl)-7-methylquinazolin-4-yl)pyrrolidin-3-yl)methylcarbamate (215 mg, 0.48 mmol) in CH2Cl2 (2 ml) was stirred under an N2 atmosphere. A 1.0 M HCl solution in ether (0.48 ml, 0.48 mmol) was added dropwise to this solution. After 10 minutes, ether (8 ml) was added until a precipitate formed, which was filtered and dried to obtain neopentyl ((S)-1-(2-(2-hydroxyphenyl)-7-methylquinazolin-4-yl)pyrrolidin-3-yl)methylcarbamate hydrochloride (214 mg, 92%). ... The reactants are C(C1=CC=CC=C1)OC(CN1C([C@H](CN(C2=C1C=CC=C2)C(C)=O)NC(C2=CC=CC=C2)=O)=O)=O ((3S)-2-oxo-3-(benzoylamino)-5-acetyl-2,3,4,5-tetrahydro-1H-1,5-benzodiazepine-1-acetic acid benzyl ester). Reagents/catalysts: [Pd] (Pd/C). Solvent: CO (MeOH). Run at time 0.5 hour. The product is O=C1C(CN(C2=C(N1CC(=O)O)C=CC=C2)C(C)=O)NC(C2=CC=CC=C2)=O (2-Oxo-3-benzoylamino-5-acetyl-2,3,4,5-tetrahydro-1H-1,5-benzodiazepine-1-acetic acid). RXN SMILES: C([O:8][C:9](=[O:35])[CH2:10][N:11]1[C:17]2[CH:18]=[CH:19][CH:20]=[CH:21][C:16]=2[N:15]([C:22](=[O:24])[CH3:23])[CH2:14][C@H:13]([NH:25][C:26](=[O:33])[C:27]2[CH:32]=[CH:31][CH:30]=[CH:29][CH:28]=2)[C:12]1=[O:34])C1C=CC=CC=1>CO.[Pd]>[O:34]=[C:12]1[N:11]([CH2:10][C:9]([OH:35])=[O:8])[C:17]2[CH:18]=[CH:19][CH:20]=[CH:21][C:16]=2[N:15]([C:22](=[O:24])[CH3:23])[CH2:14][CH:13]1[NH:25][C:26](=[O:33])[C:27]1[CH:28]=[CH:29][CH:30]=[CH:31][CH:32]=1. Reported procedure: A mixture of (3S)-2-oxo-3-(benzoylamino)-5-acetyl-2,3,4,5-tetrahydro-1H-1,5-benzodiazepine-1-acetic acid benzyl ester (602d; 510 mg, 1.08 mmol) and 5% Pd/C (250 mg) in MeOH (10 ml) stirred under H2 (1 atm) for 0.5 h. The reaction was filtered and concentrated in vacuo 410 mg of 603d as a white solid. Starting materials: CCCCCCC(Oc1ccc(C2=CCCCCCC2)cc1)C(=O)OCC, CCO, [Na+], [OH-]. Yields the product CCCCCCC(Oc1ccc(C2=CCCCCCC2)cc1)C(=O)O. RXN SMILES: [CH2:1]([CH3:2])[O:3][C:4]([CH:5]([CH2:6][CH2:7][CH2:8][CH2:9][CH2:10][CH3:11])[O:12][c:13]1[cH:14][cH:15][c:16]([C:19]2=[CH:20][CH2:21][CH2:22][CH2:23][CH2:24][CH2:25][CH2:26]2)[cH:17][cH:18]1)=[O:27].[CH3:30][CH2:31][OH:32].[Na+:29].[OH-:28]>>[O:3]=[C:4]([CH:5]([CH2:6][CH2:7][CH2:8][CH2:9][CH2:10][CH3:11])[O:12][c:13]1[cH:14][cH:15][c:16]([C:19]2=[CH:20][CH2:21][CH2:22][CH2:23][CH2:24][CH2:25][CH2:26]2)[cH:17][cH:18]1)[OH:27]. Reaction SMILES: [CH:1]([C:4]([CH3:22])([N:7]1[C:19](=[O:20])[C:18]2[C:9](=[N:10][C:11]3[CH:12]=[CH:13][CH:14]=[CH:15][C:16]=3[CH:17]=2)[C:8]1=[O:21])[C:5]#[N:6])([CH3:3])[CH3:2].S(=O)(=O)(O)[OH:24]>>[CH:1]([C:4]([CH3:22])([N:7]1[C:19](=[O:20])[C:18]2[C:9](=[N:10][C:11]3[CH:12]=[CH:13][CH:14]=[CH:15][C:16]=3[CH:17]=2)[C:8]1=[O:21])[C:5]([NH2:6])=[O:24])([CH3:3])[CH3:2]. Reaction conditions: time 8 hour. Reactants: C(C)(C)C(C#N)(N1C(C2=NC=3C=CC=CC3C=C2C1=O)=O)C (1,3-Dihydro-α-isopropyl-α-methyl-1,3-dioxo-2-H-pyrrolo[3,4-b]quinoline-2-acetonitrile), S(O)(O)(=O)=O (sulfuric acid), ice. Procedure details: 1,3-Dihydro-α-isopropyl-α-methyl-1,3-dioxo-2-H-pyrrolo[3,4-b]quinoline-2-acetonitrile (0.44 g, 0.0015 mol) is dissolved in conc. sulfuric acid (5 ml) at room temperature and stirred overnight. The reaction mixture is poured onto crushed ice (50 ml) and a white precipitate forms and is filtered off, washed with water, aqueous sodium bicarbonate and water and then vacuum dried. This gives 0.34 g (74%) of product, mp 237°-239° C. (dec.). Anal. calcd. for C17H17N3O3 : C, 65.58; H, 5.50; N, 13.50. Fo... The product is C(C)(C)C(C(=O)N)(N1C(C2=NC=3C=CC=CC3C=C2C1=O)=O)C (1,3-Dihydro-α-isopropyl-α-methyl-1,3-dioxo-2-H-pyrrolo[3,4-b]quinoline-2-acetamide). Solvent: CO (methanol). Procedure details: To a solution of trans-(±)-3,4-dichloro-N-methyl-N-[6-oxo-2-(1-pyrrolidinyl)cyclohexyl]benzeneacetamide, prepared as described in Part B hereinabove, in 50 ml of dry methanol there is added 5 ml of trimethylorthoformate and 0.5 ml of 4M methanolic hydrogen chloride. The resulting mixture is refluxed for about 16 hours, cooled, and the solvent is removed in vacuo. The residual oil is crystallized from a hot methanol solution thereof, diluted with diethyl ether until the mixture becomes cloudy to ... Reactants: ClC=1C=C(C=CC1Cl)CC(=O)N([C@H]1[C@@H](CCCC1=O)N1CCCC1)C (trans-(±)-3,4-dichloro-N-methyl-N-[6-oxo-2-(1-pyrrolidinyl)cyclohexyl]benzeneacetamide), COC(OC)OC (trimethylorthoformate), Cl (hydrogen chloride). RXN SMILES: [Cl:1][C:2]1[CH:3]=[C:4]([CH2:9][C:10]([N:12]([CH3:25])[C@@H:13]2C(=O)[CH2:17][CH2:16][CH2:15][C@H:14]2[N:20]2[CH2:24][CH2:23][CH2:22][CH2:21]2)=[O:11])[CH:5]=[CH:6][C:7]=1[Cl:8].CO[CH:28]([O:31][CH3:32])[O:29][CH3:30].Cl>CO>[Cl:1][C:2]1[CH:3]=[C:4]([CH2:9][C:10]([N:12]([CH3:25])[C@@H:13]2[C:28]([O:29][CH3:30])([O:31][CH3:32])[CH2:17][CH2:16][CH2:15][C@H:14]2[N:20]2[CH2:24][CH2:23][CH2:22][CH2:21]2)=[O:11])[CH:5]=[CH:6][C:7]=1[Cl:8]. The product is ClC=1C=C(C=CC1Cl)CC(=O)N([C@H]1[C@@H](CCCC1(OC)OC)N1CCCC1)C (trans-(±)-3,4-dichloro-N-methyl-N-[6,6-dimethoxy-2-(1-pyrrolidinyl)cyclohexyl]benzeneacetamide).